This data is from the Open Reaction Database (ORD), a public repository of structured organic reaction records. The task is: describe an organic reaction: reactants, conditions, products, and yield Starting materials: COC1=CC=C(C=N1)NC=C1C(OC(OC1=O)(C)C)=O (5-((6-methoxypyridin-3-ylamino)methylene)-2,2-dimethyl-1,3-dioxane-4,6-dione). Run in C1(=CC=CC=C1)OC1=CC=CC=C1 (diphenylether), CCCCCC (hexane). Reaction conditions: temperature 250 celsius. Yields the product COC=1N=C2C(C=CNC2=CC1)=O (6-methoxy-1,5-naphthyridin-4(1H)-one). As a reaction SMILES: [CH3:1][O:2][C:3]1[N:8]=[CH:7][C:6]([NH:9][CH:10]=[C:11]2[C:16](=[O:17])OC(C)(C)OC2=O)=[CH:5][CH:4]=1>C1(OC2C=CC=CC=2)C=CC=CC=1.CCCCCC>[CH3:1][O:2][C:3]1[N:8]=[C:7]2[C:6](=[CH:5][CH:4]=1)[NH:9][CH:10]=[CH:11][C:16]2=[O:17]. Procedure details: A suspension of 5-((6-methoxypyridin-3-ylamino)methylene)-2,2-dimethyl-1,3-dioxane-4,6-dione (51.3 g, 0.185 mol) in diphenylether (1275 mL) was heated to 250° C. under nitrogen atmosphere for 20 min. The reaction mixture was cooled to RT and diluted with hexane. The gummy solid was then triturated with hexane to obtain 6-methoxy-1,5-naphthyridin-4(1H)-one as a pale brown color solid. The reactants are CO, ClCCl, CC(C)CC(C(=O)NN(c1ccccc1)S(C)(=O)=O)C(CC=Cc1ccc([N+](=O)[O-])cc1)C(=O)NOC1CCCCO1, Cc1ccc(S(=O)(=O)O)cc1. The product is CC(C)CC(C(=O)NN(c1ccccc1)S(C)(=O)=O)C(CC=Cc1ccc([N+](=O)[O-])cc1)C(=O)NO. Reaction SMILES: [CH3:54][OH:55].[Cl:56][CH2:57][Cl:58].[O:1]1[CH2:2][CH2:3][CH2:4][CH2:5][CH:6]1[O:7][NH:8][C:9](=[O:10])[CH:11]([CH2:12][CH:13]=[CH:14][c:15]1[cH:16][cH:17][c:18]([N+:21](=[O:22])[O-:23])[cH:19][cH:20]1)[CH:24]([C:25](=[O:26])[NH:27][N:28]([c:29]1[cH:30][cH:31][cH:32][cH:33][cH:34]1)[S:35](=[O:36])(=[O:37])[CH3:38])[CH2:39][CH:40]([CH3:41])[CH3:42].[c:43]1([CH3:44])[cH:45][cH:46][c:47]([S:48]([OH:49])(=[O:50])=[O:51])[cH:52][cH:53]1>>[OH:7][NH:8][C:9](=[O:10])[CH:11]([CH2:12][CH:13]=[CH:14][c:15]1[cH:16][cH:17][c:18]([N+:21](=[O:22])[O-:23])[cH:19][cH:20]1)[CH:24]([C:25](=[O:26])[NH:27][N:28]([c:29]1[cH:30][cH:31][cH:32][cH:33][cH:34]1)[S:35](=[O:36])(=[O:37])[CH3:38])[CH2:39][CH:40]([CH3:41])[CH3:42]. Starting materials: CCO, CCOCC, OCCOc1ccc(Oc2cc(F)cc(F)c2)cc1, Cc1ccc(S(=O)(=O)Cl)cc1, c1ccncc1. Product: Cc1ccc(S(=O)(=O)OCCOc2ccc(Oc3cc(F)cc(F)c3)cc2)cc1. Reaction SMILES: [CH2:1]([OH:2])[CH3:3].[CH3:34][CH2:35][O:36][CH2:37][CH3:38].[F:4][c:5]1[cH:6][c:7]([O:8][c:9]2[cH:10][cH:11][c:12]([O:13][CH2:14][CH2:15][OH:16])[cH:17][cH:18]2)[cH:19][c:20]([F:22])[cH:21]1.[c:23]1([CH3:33])[cH:24][cH:25][c:26]([S:29](=[O:30])(=[O:31])[Cl:32])[cH:27][cH:28]1.[cH:39]1[cH:40][cH:41][n:42][cH:43][cH:44]1>>[F:4][c:5]1[cH:6][c:7]([O:8][c:9]2[cH:10][cH:11][c:12]([O:13][CH2:14][CH2:15][O:16][S:29]([c:26]3[cH:25][cH:24][c:23]([CH3:33])[cH:28][cH:27]3)(=[O:30])=[O:31])[cH:17][cH:18]2)[cH:19][c:20]([F:22])[cH:21]1. Starting materials: ClCCl, CC(=O)[O-], COC(=O)c1[nH]ccc1Cl, CC(Cl)Cl, [Na+], CN(C)C=O, O, O=P(Cl)(Cl)Cl. Yields the product COC(=O)c1[nH]c(C=O)cc1Cl. Reaction SMILES: [CH2:31]([Cl:32])[Cl:33].[CH3:22][C:23](=[O:24])[O-:25].[Cl:11][c:12]1[c:13]([C:17](=[O:18])[O:19][CH3:20])[nH:14][cH:15][cH:16]1.[Cl:26][CH:27]([Cl:28])[CH3:29].[Na+:21].[O:6]=[CH:7][N:8]([CH3:9])[CH3:10].[OH2:30].[P:1]([Cl:2])([Cl:3])([Cl:4])=[O:5]>>[O:6]=[CH:7][c:15]1[nH:14][c:13]([C:17](=[O:18])[O:19][CH3:20])[c:12]([Cl:11])[cH:16]1. Reactants: Cc1cccnc1C1CC(C)(C)Oc2ccc([N+](=O)[O-])cc21, O=C(OO)c1cccc(Cl)c1, ClCCl. The product is Cc1ccc[n+]([O-])c1C1CC(C)(C)Oc2ccc([N+](=O)[O-])cc21. Reaction SMILES: [CH3:1][C:2]1([CH3:22])[O:3][c:4]2[c:5]([cH:15][c:16]([N+:19](=[O:20])[O-:21])[cH:17][cH:18]2)[CH:6]([c:8]2[n:9][cH:10][cH:11][cH:12][c:13]2[CH3:14])[CH2:7]1.[Cl:23][c:24]1[cH:25][cH:26][cH:27][c:28]([C:29]([O:30][OH:32])=[O:31])[cH:33]1.[Cl:34][CH2:35][Cl:36]>>[CH3:1][C:2]1([CH3:22])[O:3][c:4]2[c:5]([cH:15][c:16]([N+:19](=[O:20])[O-:21])[cH:17][cH:18]2)[CH:6]([c:8]2[n+:9]([O-:31])[cH:10][cH:11][cH:12][c:13]2[CH3:14])[CH2:7]1. The reactants are OC=1C=C(C=CC1)NC1=NC=C(C(=N1)NC1=CC(=CC=C1)O)F (N2,N4-bis(3-hydroxyphenyl)-5-fluoro-2,4-pyrimidinediamine), ClC1=NC=C(C(=N1)Cl)C(F)(F)F (2,4-dichloro-5-trifluoromethylpyrimidine), NC=1C=C(C=CC1)O (3-aminophenol). Product: OC=1C=C(C=CC1)NC1=NC=C(C(=N1)NC1=CC(=CC=C1)O)C(F)(F)F (N2,N4-bis(3-hydroxyphenyl)-5-trifluoromethyl-2,4-pyrimidinediamine). RXN SMILES: [OH:1][C:2]1[CH:3]=[C:4]([NH:8][C:9]2[N:14]=[C:13]([NH:15][C:16]3[CH:21]=[CH:20][CH:19]=[C:18]([OH:22])[CH:17]=3)[C:12](F)=[CH:11][N:10]=2)[CH:5]=[CH:6][CH:7]=1.ClC1N=C(Cl)C([C:32]([F:35])([F:34])[F:33])=CN=1.NC1C=C(O)C=CC=1>>[OH:1][C:2]1[CH:3]=[C:4]([NH:8][C:9]2[N:14]=[C:13]([NH:15][C:16]3[CH:21]=[CH:20][CH:19]=[C:18]([OH:22])[CH:17]=3)[C:12]([C:32]([F:35])([F:34])[F:33])=[CH:11][N:10]=2)[CH:5]=[CH:6][CH:7]=1. Reported procedure: In a manner similar to the preparation of N2,N4-bis(3-hydroxyphenyl)-5-fluoro-2,4-pyrimidinediamine, 2,4-dichloro-5-trifluoromethylpyrimidine and 3-aminophenol were reacted to yield N2,N4-bis(3-hydroxyphenyl)-5-trifluoromethyl-2,4-pyrimidinediamine. 1H NMR (DMSO-d6): δ 9.82 (bs, 1H), 8.88 (bs, 1H), 8.36 (s, 1H), 7.18–7.11 (m, 2H), 6.96 (m, 4H), 6.63 (dd, 1H, J=2.4 and 8.1 Hz), 6.38 (d, 1H, J=8.1 Hz); 19F NMR (DMSO-d6): −16979; LCMS: ret. time: 19.04 min.; purity: 95%; MS (m/e): 363 (MH+).